Dataset: the Open Reaction Database (ORD), a public repository of structured organic reaction records. Task: describe an organic reaction: reactants, conditions, products, and yield Starting materials: ClC=1N=C(C2=C(N1)C(=NC=N2)SCC2=C(C=CC=C2)Cl)N2CCOCC2 (2-chloro-8-(2-chlorobenzyl-thio)-4-morpholino-pyrimido-[5,4-d]-pyrimidine), N1CCNCC1 (piperazine). Product: ClC1=C(CSC2=NC=NC3=C2N=C(N=C3N3CCOCC3)N3CCNCC3)C=CC=C1 (8-(2-Chlorobenzyl-thio)-4-morpholino-2-piperazino-pyrimido-[5,4-d]-pyrimidine). RXN SMILES: Cl[C:2]1[N:3]=[C:4]([N:21]2[CH2:26][CH2:25][O:24][CH2:23][CH2:22]2)[C:5]2[N:11]=[CH:10][N:9]=[C:8]([S:12][CH2:13][C:14]3[CH:19]=[CH:18][CH:17]=[CH:16][C:15]=3[Cl:20])[C:6]=2[N:7]=1.[NH:27]1[CH2:32][CH2:31][NH:30][CH2:29][CH2:28]1>>[Cl:20][C:15]1[CH:16]=[CH:17][CH:18]=[CH:19][C:14]=1[CH2:13][S:12][C:8]1[C:6]2[N:7]=[C:2]([N:27]3[CH2:32][CH2:31][NH:30][CH2:29][CH2:28]3)[N:3]=[C:4]([N:21]3[CH2:26][CH2:25][O:24][CH2:23][CH2:22]3)[C:5]=2[N:11]=[CH:10][N:9]=1. Procedure: This compound was prepared analogous to Example 1 from 2-chloro-8-(2-chlorobenzyl-thio)-4-morpholino-pyrimido-[5,4-d]-pyrimidine (m.p.: 178°-180° C.) and piperazine. Starting materials: Cl (HCl), NC(=CC#N)C1=CC(=C(C=C1)OC)F (3-amino-3-(3-fluoro-4-methoxyphenyl)acrylonitrile), C(C)(=S)N (thioacetamide). Run in O1CCOCC1 (dioxane), O1CCOCC1 (dioxane). Run at time 6 hour. Product: NC(=CC(=S)N)C1=CC(=C(C=C1)OC)F (3-amino-3-(3-fluoro-4-methoxyphenyl)thioacrylamide). Yield: 98.5%. RXN SMILES: [NH2:1][C:2]([C:6]1[CH:11]=[CH:10][C:9]([O:12][CH3:13])=[C:8]([F:14])[CH:7]=1)=[CH:3][C:4]#[N:5].C(N)(=[S:17])C.Cl>O1CCOCC1>[NH2:1][C:2]([C:6]1[CH:11]=[CH:10][C:9]([O:12][CH3:13])=[C:8]([F:14])[CH:7]=1)=[CH:3][C:4]([NH2:5])=[S:17]. Procedure: Add dioxane (65 mL) to 3-amino-3-(3-fluoro-4-methoxyphenyl)acrylonitrile (25.0 g, 130 mmol) and thioacetamide (19.5 g, 260 mmol); then add 4 N HCl in dioxane (650 mL, 2,600 mmol) and allow the reaction to stir 4-8 h until complete by TLC. Evaporate the reaction mixture to dryness; then add dioxane (200 mL); add slowly TEA (dried with K2CO3, 1000 mL); and then add satd K2CO3 (1000 mL) and extract with EtOAc (2000 mL). Dry the organic phase (K2CO3) and evaporate to afford 3-amino-3-(3-fluoro-4-met... Reactants: O (water), CN(P(=O)(N(C)C)N(C)C)C (hexamethylphosphoramide), C(C1=CC=CC=C1)N1C(CCC2=CC=CC=C12)=O (1-benzyl-3,4-dihydro-2(1H)-quinolone), ClCCCCI (1-chloro-4-iodobutane), O (H2O). Run in O1CCCC1 (tetrahydrofuran), O1CCCC1 (tetrahydrofuran). Reaction conditions: temperature -22 celsius, time 16 hour. The product is C(C1=CC=CC=C1)N1C(=O)C2(CCCC2)CC2=CC=CC=C12 (1-Benzyl-3,4-dihydro-2(1H)-quinolone-3-spirocyclopentane). Reaction SMILES: CN(C)P(N(C)C)(N(C)C)=O.[CH2:12]([N:19]1[C:28]2[C:23](=[CH:24][CH:25]=[CH:26][CH:27]=2)[CH2:22][CH2:21][C:20]1=[O:29])[C:13]1[CH:18]=[CH:17][CH:16]=[CH:15][CH:14]=1.Cl[CH2:31][CH2:32][CH2:33][CH2:34]I.O>O1CCCC1>[CH2:12]([N:19]1[C:28]2[C:23](=[CH:24][CH:25]=[CH:26][CH:27]=2)[CH2:22][C:21]2([CH2:34][CH2:33][CH2:32][CH2:31]2)[C:20]1=[O:29])[C:13]1[CH:14]=[CH:15][CH:16]=[CH:17][CH:18]=1. Procedure details: To diethylamine (0.96 ml, 0.0092 mol) in 4 ml tetrahydrofuran at 0° C. was added butyllithium (5.8 ml of 1.6 M in hexane, 0.0092 mol) and the mixture stirred for 10 minutes at 0° C., then warmed to room temperature, thus forming a solution of lithium diethylimide. The solution was cooled to -22° C., hexamethylphosphoramide (4 ml) and then, over a 5 minutes period, 1-benzyl-3,4-dihydro-2(1H)-quinolone (1.0 g, 0.0042 mol) in 6 ml tetrahydrofuran were added, and the resulting mixture warmed to 15° ...